From a dataset of the Open Reaction Database (ORD), a public repository of structured organic reaction records. describe an organic reaction: reactants, conditions, products, and yield Starting materials: C(=O)O (formic acid), N(=NC(=O)OCC)C(=O)OCC (diethyl azodicarboxylate), O[C@@H]1C[C@@H](N(C1)C(=O)OCC1=CC=C(C=C1)[N+](=O)[O-])C(=O)N1CCN(CC1)CCOC(=O)OCC1=CC=C(C=C1)[N+](=O)[O-] ((2R,4R)-4-hydroxy-2-{4-[2-(4-nitrobenzyloxycarbonyl)oxyethyl]-1-piperazinylcarbonyl}-1-(4-nitrobenzyloxycarbonyl)pyrrolidine), C1(=CC=CC=C1)P(C1=CC=CC=C1)C1=CC=CC=C1 (triphenylphosphine). Solvent: O1CCCC1 (tetrahydrofuran), O1CCCC1 (tetrahydrofuran). Conditions: time 10 minute. Yields the product C(=O)O[C@H]1C[C@@H](N(C1)C(=O)OCC1=CC=C(C=C1)[N+](=O)[O-])C(=O)N1CCN(CC1)CCOC(=O)OCC1=CC=C(C=C1)[N+](=O)[O-] ((2R,4S)-4-Formyloxy-2-{4-[2-(4-nitrobenzyloxycarbonyl)oxyethyl]-1-piperazinylcarbonyl}-1-(4-nitrobenzyloxycarbonyl)pyrrolidine). Isolated yield 45.2%. RXN SMILES: N(C(OCC)=O)=N[C:3](OCC)=[O:4].[OH:13][C@H:14]1[CH2:18][N:17]([C:19]([O:21][CH2:22][C:23]2[CH:28]=[CH:27][C:26]([N+:29]([O-:31])=[O:30])=[CH:25][CH:24]=2)=[O:20])[C@@H:16]([C:32]([N:34]2[CH2:39][CH2:38][N:37]([CH2:40][CH2:41][O:42][C:43]([O:45][CH2:46][C:47]3[CH:52]=[CH:51][C:50]([N+:53]([O-:55])=[O:54])=[CH:49][CH:48]=3)=[O:44])[CH2:36][CH2:35]2)=[O:33])[CH2:15]1.C1(P(C2C=CC=CC=2)C2C=CC=CC=2)C=CC=CC=1.C(O)=O>O1CCCC1>[CH:3]([O:13][C@@H:14]1[CH2:18][N:17]([C:19]([O:21][CH2:22][C:23]2[CH:24]=[CH:25][C:26]([N+:29]([O-:31])=[O:30])=[CH:27][CH:28]=2)=[O:20])[C@@H:16]([C:32]([N:34]2[CH2:39][CH2:38][N:37]([CH2:40][CH2:41][O:42][C:43]([O:45][CH2:46][C:47]3[CH:52]=[CH:51][C:50]([N+:53]([O-:55])=[O:54])=[CH:49][CH:48]=3)=[O:44])[CH2:36][CH2:35]2)=[O:33])[CH2:15]1)=[O:4]. Procedure details: A solution of 1.31 g of diethyl azodicarboxylate in 5 ml of tetrahydrofuran was added dropwise, whilst ice-cooling, to a solution of 3.0 g of (2R,4R)-4-hydroxy-2-{4-[2-(4-nitrobenzyloxycarbonyl)oxyethyl]-1-piperazinylcarbonyl}-1-(4-nitrobenzyloxycarbonyl)pyrrolidine [prepared as described in Preparation 57(i)] and 1.97 g of triphenylphosphine in 25 ml of tetrahydrofuran, and the resulting mixture was stirred at the same temperature for 10 minutes. 283 μl of formic acid were then added dropwise t... Reactants: N (ammonia), C1CO1 (ethylene oxide), N1=CC=C(C=C1)C(CCN(C)C)CC (3-(4-pyridyl)-1-dimethylaminopentane), N (ammonia), ferric nitrate, [Na] (sodium), [Cl-].[NH4+] (ammonium chloride). Solvent: C(C)OCC (diethyl ether). Conditions: time 2 hour. Yields the product N1=CC=C(C=C1)C(CCO)CCN(C)C (3-(4-pyridyl)-5-dimethylamino pentan-1-ol). Yield: 60.3%. As a reaction SMILES: N.[Na].[N:3]1[CH:8]=[CH:7][C:6]([CH:9]([CH2:15][CH3:16])[CH2:10][CH2:11][N:12]([CH3:14])[CH3:13])=[CH:5][CH:4]=1.C1[O:19]C1.[Cl-].[NH4+]>C(OCC)C>[N:3]1[CH:8]=[CH:7][C:6]([CH:9]([CH2:10][CH2:11][N:12]([CH3:14])[CH3:13])[CH2:15][CH2:16][OH:19])=[CH:5][CH:4]=1 |f:4.5,^1:1|. Procedure: To stirred liquid ammonia (2 liters) was added ferric nitrate (0.1 gm) followed by sodium metal (8.0 gms) in 1 gram pieces over a period of 20 minutes. To the resulting solution was added 3-(4-pyridyl)-1-dimethylaminopentane (49 gms) over a period of 3 minutes and a deep yellow colour was allowed to develop over a period of 2 hours. Liquid ethylene oxide (14.6 gms) was then added and the mixture was stirred for a further 3 hours. Solid ammonium chloride (20 gms) was then added in small portions,...